describe an organic reaction: reactants, conditions, products, and yield From a dataset of the Open Reaction Database (ORD), a public repository of structured organic reaction records. The reactants are COC=1C=C(C=C(C1OC)OC)C1=NC=C(C=C1)N(CCC(CCN(C)C=1C=CC(=NC1)C1=CC(=C(C(=C1)OC)OC)OC)N1CCCC1)C (N,N′-bis[2-(3,4,5-trimethoxyphenyl)-5-pyridyl]-N,N′-dimethyl-3-(1-pyrrolidinyl)-1,5-pentanediamine), Cl (hydrochloric acid). Run in C(C)O (ethanol). The product is Cl.Cl.Cl.COC=1C=C(C=C(C1OC)OC)C1=NC=C(C=C1)N(CCC(CCN(C)C=1C=CC(=NC1)C1=CC(=C(C(=C1)OC)OC)OC)N1CCCC1)C (N,N′-Bis[2-(3,4,5-trimethoxyphenyl)-5-pyridyl]-N,N′-dimethyl-3-(1-pyrrolidinyl)-1,5-pentanediamine trihydrochloride). Isolated yield 79.9%. Reaction SMILES: [CH3:1][O:2][C:3]1[CH:4]=[C:5]([C:13]2[CH:18]=[CH:17][C:16]([N:19]([CH3:50])[CH2:20][CH2:21][CH:22]([N:45]3[CH2:49][CH2:48][CH2:47][CH2:46]3)[CH2:23][CH2:24][N:25]([C:27]3[CH:28]=[CH:29][C:30]([C:33]4[CH:38]=[C:37]([O:39][CH3:40])[C:36]([O:41][CH3:42])=[C:35]([O:43][CH3:44])[CH:34]=4)=[N:31][CH:32]=3)[CH3:26])=[CH:15][N:14]=2)[CH:6]=[C:7]([O:11][CH3:12])[C:8]=1[O:9][CH3:10].[ClH:51]>C(O)C>[ClH:51].[ClH:51].[ClH:51].[CH3:12][O:11][C:7]1[CH:6]=[C:5]([C:13]2[CH:18]=[CH:17][C:16]([N:19]([CH3:50])[CH2:20][CH2:21][CH:22]([N:45]3[CH2:46][CH2:47][CH2:48][CH2:49]3)[CH2:23][CH2:24][N:25]([C:27]3[CH:28]=[CH:29][C:30]([C:33]4[CH:34]=[C:35]([O:43][CH3:44])[C:36]([O:41][CH3:42])=[C:37]([O:39][CH3:40])[CH:38]=4)=[N:31][CH:32]=3)[CH3:26])=[CH:15][N:14]=2)[CH:4]=[C:3]([O:2][CH3:1])[C:8]=1[O:9][CH3:10] |f:3.4.5.6|. Procedure: To a solution of N,N′-bis[2-(3,4,5-trimethoxyphenyl)-5-pyridyl]-N,N′-dimethyl-3-(1-pyrrolidinyl)-1,5-pentanediamine (49.6 mg, 0.0724 mmol) in ethanol (5.0 mL) was added 1.0 M hydrochloric acid solution (0.40 mL, 0.40 mmol), and the reaction mixture was concentrated under reduced pressure. Ethanol (10 mL) was added to the residue, and the resulting mixture was concentrated under reduced pressure to yield the title compound as a pale yellow amorphous powder (46.0 mg, yield: 71%). Isolated yield 35.8%. Reaction SMILES: Cl.[CH:2]1([NH:5][C:6](=[NH:8])[CH3:7])[CH2:4][CH2:3]1.Br[C:10](=[CH:13]OC(C)C)[CH:11]=[O:12].C([O-])([O-])=O.[K+].[K+]>C(Cl)(Cl)Cl.O>[CH:2]1([N:5]2[C:10]([CH:11]=[O:12])=[CH:13][N:8]=[C:6]2[CH3:7])[CH2:4][CH2:3]1 |f:0.1,3.4.5|. Starting materials: Cl.C1(CC1)NC(C)=N (N-Cyclopropyl-acetamidine hydrochloride), BrC(C=O)=COC(C)C (2-bromo-3-isopropoxy-propenal), C(=O)([O-])[O-].[K+].[K+] (K2CO3). The product is C1(CC1)N1C(=NC=C1C=O)C (3-cyclopropyl-2-methyl-3H-imidazole-4-carbaldehyde). Run in O (water), C(Cl)(Cl)Cl (CHCl3). Run at time 8 hour. Reported procedure: Ethyl acetimidate hydrochloride (5.0 g, 40 mmol) and cyclopropylamine (2.3 mL, 40 mL) were dissolved in 45 mL of EtOH and heated to 85° C. in a sealed pressure vessel overnight. The mixture was cooled and concentrated to provide N-cylcopropyl-acetamidine hydrochloride as a viscous oil. N-Cyclopropyl-acetamidine hydrochloride (1.00 g, 7.43 mmol) and 2-bromo-3-isopropoxy-propenal (Shilcrat, S. C. et al. J. Org. Chem., 1997, 62, 8449–8454) (1.45 g, 7.50 mmol) were dissolved in 13 mL of CHCl3 and 1.... Starting materials: COC(CC(C[N+](=O)[O-])C1=CC=C(C=C1)OC)=O (4-nitro-3-(4-methoxyphenyl)-butanoic acid methyl ester), C(C=C)(=O)OC (methyl acrylate), Cl (hydrochloric acid). Solvent: C(C)(C)(C)O (t-butanol), C(C)OCC (diethyl ether). Reaction conditions: time 94 hour. The product is COC(CC(C(CCC(=O)OC)[N+](=O)[O-])C1=CC=C(C=C1)OC)=O (4-nitro-3-(4-methoxyphenyl)heptanedioic acid dimethyl ester). RXN SMILES: [CH3:1][O:2][C:3](=[O:18])[CH2:4][CH:5]([C:10]1[CH:15]=[CH:14][C:13]([O:16][CH3:17])=[CH:12][CH:11]=1)[CH2:6][N+:7]([O-:9])=[O:8].[C:19]([O:23][CH3:24])(=[O:22])[CH:20]=[CH2:21].Cl>C(O)(C)(C)C.C(OCC)C>[CH3:1][O:2][C:3](=[O:18])[CH2:4][CH:5]([C:10]1[CH:11]=[CH:12][C:13]([O:16][CH3:17])=[CH:14][CH:15]=1)[CH:6]([N+:7]([O-:9])=[O:8])[CH2:21][CH2:20][C:19]([O:23][CH3:24])=[O:22]. Procedure details: A solution of 200 g of 4-nitro-3-(4-methoxyphenyl)-butanoic acid methyl ester, 68 g of methyl acrylate, and 25 ml of Triton B in 500 ml of t-butanol is allowed to stir at room temperature for 94 hours. Excess aqeous hydrochloric acid (1 N) is added and the solution is diluted with diethyl ether. The organic layer is separated, dried over anhydrous magnesium sulfate, and evaporated to give 4-nitro-3-(4-methoxyphenyl)heptanedioic acid dimethyl ester. Run in CO (methanol). Run at time 18 hour. Reported procedure: To a solution of (3R)-3-methylmorpholine (51.6 mg, 0.510 mmol, Tyger Scientific, Ewing, USA) in methanol (2 mL) was added formaldehyde (37% aqueous) (0.038 mL, 0.510 mmol). The reaction mixture was stirred at room temperature for 1 hour before the addition of 4-isocyano-2-(trifluoromethyl)benzonitrile (100 mg, 0.510 mmol, commercially available from Priaxon AG, Munich, Germany) and trimethylsilylazide (0.068 mL, 0.510 mmol). The reaction mixture was stirred at room temperature overnight (approxi... Yields the product C[C@H]1N(CCOC1)CC1=NN=NN1C1=CC(=C(C#N)C=C1)C(F)(F)F (4-(5-{[(3R)-3-Methyl-4-morpholinyl]methyl}-1H-tetrazol-1-yl)-2-(trifluoromethyl)benzonitrile). Reactants: C[C@H]1NCCOC1 ((3R)-3-methylmorpholine), C=O (formaldehyde), C[Si](C)(C)N=[N+]=[N-] (trimethylsilylazide), [N+](#[C-])C1=CC(=C(C#N)C=C1)C(F)(F)F (4-isocyano-2-(trifluoromethyl)benzonitrile). Reaction SMILES: [CH3:1][C@@H:2]1[CH2:7][O:6][CH2:5][CH2:4][NH:3]1.[CH2:8]=O.[N+:10]([C:12]1[CH:19]=[CH:18][C:15]([C:16]#[N:17])=[C:14]([C:20]([F:23])([F:22])[F:21])[CH:13]=1)#[C-:11].C[Si]([N:28]=[N+:29]=[N-:30])(C)C>CO>[CH3:1][C@@H:2]1[CH2:7][O:6][CH2:5][CH2:4][N:3]1[CH2:8][C:11]1[N:10]([C:12]2[CH:19]=[CH:18][C:15]([C:16]#[N:17])=[C:14]([C:20]([F:21])([F:22])[F:23])[CH:13]=2)[N:30]=[N:29][N:28]=1.